This data is from the Open Reaction Database (ORD), a public repository of structured organic reaction records. The task is: describe an organic reaction: reactants, conditions, products, and yield Starting materials: OP(=O)(O)[O-].[K+] (potassium acid phosphate), Cl (hydrochloric acid), CC(CC(=O)OC)CC(=O)OC (dimethyl 3-methylglutarate), C([O-])([O-])=O.[K+].[K+] (potassium carbonate). Solvent: CO (CH3OH). Product: COC(C[C@@H](CC(=O)O)C)=O (3-(R)-methylglutaric acid mono methyl ester). As a reaction SMILES: OP([O-])(O)=O.[K+].[CH3:7][CH:8]([CH2:14][C:15]([O:17]C)=[O:16])[CH2:9][C:10]([O:12][CH3:13])=[O:11].C(=O)([O-])[O-].[K+].[K+].Cl>CO>[CH3:13][O:12][C:10](=[O:11])[CH2:9][C@H:8]([CH3:7])[CH2:14][C:15]([OH:17])=[O:16] |f:0.1,3.4.5|. Procedure: To a 5 1. four necked flask fitted with a stirred and pH electrode was added 2.5 1. of 0.1M potassium acid phosphate buffer pH 7.0 followed by 150 mg. of pig liver esterase and 150 g. of dimethyl 3-methylglutarate. The pH of the mixture was maintained at about 6.85 by periodic addition of a 10% potassium carbonate solution. After 2.5 hours the reaction was acidified with 10% hydrochloric acid to pH 2.0 and the product extracted with diethyl ether. The extracts were combined, dried over magnesium... Starting materials: CCC(Br)C1CO1, NC(c1ccccc1)c1ccccc1. Yields the product CCC1C(O)CN1C(c1ccccc1)c1ccccc1. As a reaction SMILES: [Br:1][CH:2]([CH2:3][CH3:4])[CH:5]1[O:6][CH2:7]1.[CH:8]([c:9]1[cH:10][cH:11][cH:12][cH:13][cH:14]1)([c:15]1[cH:16][cH:17][cH:18][cH:19][cH:20]1)[NH2:21]>>[CH:2]1([CH2:3][CH3:4])[CH:5]([OH:6])[CH2:7][N:21]1[CH:8]([c:9]1[cH:10][cH:11][cH:12][cH:13][cH:14]1)[c:15]1[cH:16][cH:17][cH:18][cH:19][cH:20]1. Starting materials: CCOC(=O)C(F)(F)F, CO, NCC1CNCCO1. The product is O=C(NCC1CNCCO1)C(F)(F)F. RXN SMILES: [CH2:9]([O:11][C:12](=[O:10])[C:13]([F:14])([F:15])[F:16])[CH3:17].[CH3:18][OH:19].[O:1]1[CH:2]([CH2:7][NH2:8])[CH2:3][NH:4][CH2:5][CH2:6]1>>[O:1]1[CH:2]([CH2:7][NH:8][C:12](=[O:11])[C:13]([F:14])([F:15])[F:16])[CH2:3][NH:4][CH2:5][CH2:6]1. Starting materials: [OH-].[Na+] (sodium hydroxide), C(C)(=O)OCC[C@H](CCC)NC1=NC(=NC(=C1CC1=C(C=C(OCCCN2[C@@H](CCC2)C(=O)OC)C=C1)OC)C)N ((S)-methyl 1-(3-(4-((4-((S)-1-acetoxyhexan-3-ylamino)-2-amino-6-methyl pyrimidin-5-yl)methyl)-3-methoxyphenoxy)propyl)pyrrolidine-2-carboxylate). Run in CO (methanol). Conditions: time 9 hour. Product: NC1=NC(=C(C(=N1)N[C@H](CCO)CCC)CC1=C(C=C(OCCCN2[C@@H](CCC2)C(=O)O)C=C1)OC)C ((S)-1-(3-(4-((2-amino-4-((S)-1-hydroxyhexan-3-ylamino)-6-methylpyrimidin-5-yl)methyl)-3-methoxyphenoxy)propyl)pyrrolidine-2-carboxylic acid). Yield: 88.7%. Reaction SMILES: [OH-].[Na+].C([O:6][CH2:7][CH2:8][C@@H:9]([NH:13][C:14]1[C:19]([CH2:20][C:21]2[CH:39]=[CH:38][C:24]([O:25][CH2:26][CH2:27][CH2:28][N:29]3[CH2:33][CH2:32][CH2:31][C@H:30]3[C:34]([O:36]C)=[O:35])=[CH:23][C:22]=2[O:40][CH3:41])=[C:18]([CH3:42])[N:17]=[C:16]([NH2:43])[N:15]=1)[CH2:10][CH2:11][CH3:12])(=O)C>CO>[NH2:43][C:16]1[N:15]=[C:14]([NH:13][C@@H:9]([CH2:10][CH2:11][CH3:12])[CH2:8][CH2:7][OH:6])[C:19]([CH2:20][C:21]2[CH:39]=[CH:38][C:24]([O:25][CH2:26][CH2:27][CH2:28][N:29]3[CH2:33][CH2:32][CH2:31][C@H:30]3[C:34]([OH:36])=[O:35])=[CH:23][C:22]=2[O:40][CH3:41])=[C:18]([CH3:42])[N:17]=1 |f:0.1|. Procedure: 1M-sodium hydroxide (2 mL) was added to a solution of the product (60 mg) from step (vi) in methanol (2 mL) and the mixture was stirred at RT for 9 h. The reaction mixture was concentrated, diluted with water and washed with chloroform. The aqueous layer was neutralized with 2M-hydrogen chloride and extracted with chloroform/EtOH (3/1). The combined organic layer was dried and concentrated. The residue was diluted with chloroform, filtered, concentrated under reduced pressure to afford the sub-t... The reactants are aqueous solution, [OH-].[Na+] (NaOH), C1=CC=CC=2OCOC3=C(C(C21)=CCOC2=CC=C(C=C2)CC(C(=O)OCC)OCC)C=CC=C3 (ethyl 3-(4-(2-(12H-dibenzo(d,g)-1,3-dioxocine-12-ylidene)ethoxy)phenyl)-2-ethoxypropionate). The solvent is C(C)O (ethanol). Reaction conditions: time 2 hour. Product: C1=CC=CC=2OCOC3=C(C(C21)=CCOC2=CC=C(C=C2)CC(C(=O)O)OCC)C=CC=C3 (3-(4-(2-(12H-dibenzo(d,g)-1,3-dioxocine-12-ylidene)ethoxy)phenyl)-2-ethoxypropionic acid). As a reaction SMILES: [OH-].[Na+].[CH:3]1[C:14]2[C:13](=[CH:15][CH2:16][O:17][C:18]3[CH:23]=[CH:22][C:21]([CH2:24][CH:25]([O:31][CH2:32][CH3:33])[C:26]([O:28]CC)=[O:27])=[CH:20][CH:19]=3)[C:12]3[CH:34]=[CH:35][CH:36]=[CH:37][C:11]=3[O:10][CH2:9][O:8][C:7]=2[CH:6]=[CH:5][CH:4]=1>C(O)C>[CH:3]1[C:14]2[C:13](=[CH:15][CH2:16][O:17][C:18]3[CH:23]=[CH:22][C:21]([CH2:24][CH:25]([O:31][CH2:32][CH3:33])[C:26]([OH:28])=[O:27])=[CH:20][CH:19]=3)[C:12]3[CH:34]=[CH:35][CH:36]=[CH:37][C:11]=3[O:10][CH2:9][O:8][C:7]=2[CH:6]=[CH:5][CH:4]=1 |f:0.1|. Procedure: A 15% aqueous solution of NaOH (4 ml) was added to a solution of ethyl 3-(4-(2-(12H-dibenzo(d,g)-1,3-dioxocine-12-ylidene)ethoxy)phenyl)-2-ethoxypropionate (0.95 g, 2.0 mmol) in ethanol (15 ml), and the mixture stirred at room temperature for 2 h, then left to stand overnight. The resulting solution was evaporated, water (20 ml) and benzene (25 ml) were added, and the mixture acidified to pH 6 with acetic acid. The benzene layer was separated, and the water layer further extracted with benzene (... Starting materials: [N+](=O)([O-])C1=C(C(=O)Cl)C=CC=C1 (2-nitrobenzoyl chloride), NC1=C(CNC(C2=C(C=CC=C2)[N+](=O)[O-])=O)C=CC=C1 (N-(2-Aminobenzyl)-2-nitrobenzamide), material. The product is acid chloride, NC1=C(CN)C=CC=C1 (2-aminobenzylamine). Reaction SMILES: [NH2:1][C:2]1[CH:20]=[CH:19][CH:18]=[CH:17][C:3]=1[CH2:4][NH:5]C(=O)C1C=CC=CC=1[N+]([O-])=O.[N+](C1C=CC=CC=1C(Cl)=O)([O-])=O>>[NH2:1][C:2]1[CH:20]=[CH:19][CH:18]=[CH:17][C:3]=1[CH2:4][NH2:5]. Reported procedure: N-(2-Aminobenzyl)-2-nitrobenzamide was itself obtained as a solid, m.p. 112-113° C., in 80% yield using a similar procedure to that described for the starting material of Example 24, that is by reacting 2-nitrobenzoyl chloride with 2-aminobenzyl (J.Amer.Chem.Soc., 1949, 71, 2137) except that, after the work-up described therein was complete, the residue was triturated in a mixture of diethyl ether/methylene chloride/methanol (1/1/ few drops v/v). The crystalline solid, formed by reaction of the ...